Dataset: the Open Reaction Database (ORD), a public repository of structured organic reaction records. Task: describe an organic reaction: reactants, conditions, products, and yield Starting materials: BrC=1C=C(C=CC1)C(CCC)O (1-(3-bromophenyl)-butanol), S(=O)(Cl)Cl (thionyl chloride). Run in C1(=CC=CC=C1)C (toluene). The product is ClC(CCC)(O)C1=CC(=CC=C1)Br (1-Chloro-1-(3-bromophenyl)-butanol). RXN SMILES: [Br:1][C:2]1[CH:3]=[C:4]([CH:8]([OH:12])[CH2:9][CH2:10][CH3:11])[CH:5]=[CH:6][CH:7]=1.S(Cl)([Cl:15])=O>C1(C)C=CC=CC=1>[Cl:15][C:8]([C:4]1[CH:5]=[CH:6][CH:7]=[C:2]([Br:1])[CH:3]=1)([OH:12])[CH2:9][CH2:10][CH3:11]. Procedure: 4.0 g (17.5 mmol) of 1-(3-bromophenyl)-butanol is stirred with 4 ml of thionyl chloride for 1 hour at room temperature. 10 ml of toluene is added to the reaction mixture. 1-Chloro-1-(3-bromophenyl)-butanol is obtained after concentration by evaporation in a vacuum. 1.3 g of imidazole is dissolved in 20 ml of dimethylformamide and mixed with 0.6 g of sodium hydride (80% in oil) under argon protective gas atmosphere. It is stirred for 1 hour at room temperature. The chlorine compound is instilled ... The reactants are [H][H] (hydrogen), [H][H] (hydrogen), O=C[C@H](O)[C@@H](O)[C@H](O)[C@H](O)CO (glucose), [H][H] (hydrogen), FC(C1=CC=C(C=C1)CCN)(F)F (2-(4-trifluoromethylphenyl)-ethylamine), Cl (Hydrochloric acid), O=C[C@H](O)[C@@H](O)[C@H](O)[C@H](O)CO (glucose). Reagents/catalysts: [Pd] (palladium on carbon). Solvent: C(C)O (Ethanol). Yields the product FC(C1=CC=C(C=C1)CCNC[C@H](O)[C@@H](O)[C@H](O)[C@H](O)CO)(F)F (N-[2-(4-Trifluoromethylphenyl)-ethyl]-glucamine). As a reaction SMILES: O=[CH:2][C@@H:3]([C@H:5]([C@@H:7]([C@@H:9]([CH2:11][OH:12])[OH:10])[OH:8])[OH:6])[OH:4].[F:13][C:14]([F:25])([F:24])[C:15]1[CH:20]=[CH:19][C:18]([CH2:21][CH2:22][NH2:23])=[CH:17][CH:16]=1.Cl.[H][H]>[Pd].C(O)C>[F:13][C:14]([F:24])([F:25])[C:15]1[CH:16]=[CH:17][C:18]([CH2:21][CH2:22][NH:23][CH2:2][C@@H:3]([C@H:5]([C@@H:7]([C@@H:9]([CH2:11][OH:12])[OH:10])[OH:8])[OH:6])[OH:4])=[CH:19][CH:20]=1. Procedure: Ethanol (40 ml) is added to a pressure shaker bomb. One part of glucose is dissolved in the solvent followed by one part of 2-(4-trifluoromethylphenyl)-ethylamine. Hydrochloric acid is added to a pH of about 8 to 9. Wet 50% palladium on carbon 0.1 of a part of glucose is added and the mixture is agitated at about 40 degrees centigrade under about 3 atm of hydrogen gas until hydrogen uptake ceases. The hydrogen is vented and the catalyst is removed by filtration and the filtrated is washed with e...